Dataset: the Open Reaction Database (ORD), a public repository of structured organic reaction records. Task: describe an organic reaction: reactants, conditions, products, and yield The reactants are ClCCC1=CC(N(C2=CC=C(C=C12)F)C)=O (4-(2-chloroethyl)-6-fluoro-1-methyl-2(1H)-quinolone), N1(CCNCC1)C1=NC=CC2=C1C=CS2 (4-(1-piperazinyl)thieno[3,2-c]pyridine), C(O)([O-])=O.[Na+] (sodium hydrogen carbonate). The solvent is C(C)#N (acetonitrile). Conditions: temperature 57.5 celsius. The product is Cl.FC=1C=C2C(=CC(N(C2=CC1)C)=O)CCN1CCN(CC1)C1=NC=CC2=C1C=CS2 (6-fluoro-1-methyl-4-[2-[4-(thieno[3,2-c]pyridine-4-yl)-1-piperazinyl]ethyl]-2(1H)-quinolone hydrochloride). Isolated yield 26.3%. RXN SMILES: [Cl:1][CH2:2][CH2:3][C:4]1[C:13]2[C:8](=[CH:9][CH:10]=[C:11]([F:14])[CH:12]=2)[N:7]([CH3:15])[C:6](=[O:16])[CH:5]=1.[N:17]1([C:23]2[C:28]3[CH:29]=[CH:30][S:31][C:27]=3[CH:26]=[CH:25][N:24]=2)[CH2:22][CH2:21][NH:20][CH2:19][CH2:18]1.C(=O)([O-])O.[Na+]>C(#N)C>[ClH:1].[F:14][C:11]1[CH:12]=[C:13]2[C:8](=[CH:9][CH:10]=1)[N:7]([CH3:15])[C:6](=[O:16])[CH:5]=[C:4]2[CH2:3][CH2:2][N:20]1[CH2:21][CH2:22][N:17]([C:23]2[C:28]3[CH:29]=[CH:30][S:31][C:27]=3[CH:26]=[CH:25][N:24]=2)[CH2:18][CH2:19]1 |f:2.3,5.6|. Procedure details: 1.4 g (5.8 mmol) of 4-(2-chloroethyl)-6-fluoro-1-methyl-2(1H)-quinolone are added to a mixture of 1.3 g (5.9 mmol) of 4-(1-piperazinyl)thieno[3,2-c]pyridine and 0.50 g (5.95 mmol) of sodium hydrogen carbonate in 20 ml of acetonitrile, and the reaction medium is heated to 55-60° C. for 18 hours. The solvent is evaporated off and the residue is taken up in 100 ml of dichloromethane. It is washed with saturated aqueous sodium bicarbonate solution and then with water. The organic phase is dried over... The reactants are CSC(=NCCSCc1[nH]cnc1C)NC#N, C#CCCCN, CC#N, CCOC(C)=O. Yields the product C#CCCCN=C(NC#N)NCCSCc1[nH]cnc1C. As a reaction SMILES: [C:1](#[N:2])[NH:3][C:4]([S:5][CH3:6])=[N:7][CH2:8][CH2:9][S:10][CH2:11][c:12]1[c:13]([CH3:17])[n:14][cH:15][nH:16]1.[CH2:18]([CH2:19][CH2:20][C:21]#[CH:22])[NH2:23].[CH3:24][C:25]#[N:26].[CH3:27][CH2:28][O:29][C:30](=[O:31])[CH3:32]>>[C:1](#[N:2])[NH:3][C:4]([NH:7][CH2:8][CH2:9][S:10][CH2:11][c:12]1[c:13]([CH3:17])[n:14][cH:15][nH:16]1)=[N:23][CH2:18][CH2:19][CH2:20][C:21]#[CH:22]. Starting materials: [Cl-].[Cl-].[Cl-].[Zr+3] (zirconium trichloride), (Me4Cp)ZrCl3, CCOCC (ether), [CH-]1C=CC2=CC=CC=C12.[Li+] (lithium indenide). Conditions: time 17 hour. Product: [Cl-].[Cl-].CC=1C(=C(C(C1)(C)[Zr+2]C1C=CC2=CC=CC=C12)C)C ((Tetramethylcyclopentadienyl)indenylzirconium dichloride). As a reaction SMILES: [Cl-:1].[Cl-].[Cl-].[Zr+3:4].[CH-:5]1[C:13]2[C:8](=[CH:9][CH:10]=[CH:11][CH:12]=2)[CH:7]=[CH:6]1.[Li+].CCO[CH2:18][CH3:19]>>[Cl-:1].[Cl-:1].[CH3:5][C:6]1[C:18]([CH3:19])=[C:9]([CH3:10])[C:8]([Zr+2:4][CH:5]2[C:13]3[C:8](=[CH:9][CH:10]=[CH:11][CH:12]=3)[CH:7]=[CH:6]2)([CH3:13])[CH:7]=1 |f:0.1.2.3,4.5,7.8.9|. Reported procedure: To a manila-pink suspension of tetramethylcyclopentadienyl)zirconium trichloride, (Me4Cp)ZrCl3, (5.00 g, 15.7 mmol, 1.00 equiv.) in ether (100 mL) was added lithium indenide (1.91 g, 15.6 mmol, 1.00 equiv.). The reaction turned light, creamy yellow and became thick with precipitate. The mixture was stirred 17 hours and then evaporated in vacuo, leaving light yellow solid. The solid was extracted with dichloromethane (100 mL, then 3×10 mL) and the extracts were filtered to give beige solid and a ... Reactants: CC(=O)Nc1ccc(C(=O)CBr)c(F)c1, O=C([O-])[O-], CCCC1(c2ccccc2)N=C(C)NC1=O, CC(C)=O, [K+], [K+]. The product is CCCC1(c2ccccc2)N=C(C)N(CC(=O)c2ccc(NC(C)=O)cc2F)C1=O. Reaction SMILES: [Br:1][CH2:2][C:3](=[O:4])[c:5]1[c:6]([F:15])[cH:7][c:8]([NH:11][C:12]([CH3:13])=[O:14])[cH:9][cH:10]1.[C:32](=[O:33])([O-:34])[O-:35].[CH3:16][C:17]1=[N:18][C:19]([CH2:23][CH2:24][CH3:25])([c:26]2[cH:27][cH:28][cH:29][cH:30][cH:31]2)[C:20](=[O:22])[NH:21]1.[CH3:37][C:38]([CH3:39])=[O:40].[K+:36].[K+:41]>>[CH2:2]([C:3](=[O:4])[c:5]1[c:6]([F:15])[cH:7][c:8]([NH:11][C:12]([CH3:13])=[O:14])[cH:9][cH:10]1)[N:21]1[C:17]([CH3:16])=[N:18][C:19]([CH2:23][CH2:24][CH3:25])([c:26]2[cH:27][cH:28][cH:29][cH:30][cH:31]2)[C:20]1=[O:22]. The reactants are ClC1=C(C=O)C=CC(=C1)O (2-chloro-4-hydroxybenzaldehyde), S(=O)(=O)([O-])[O-].[Mg+2] (magnesium sulfate), Cl.NCC(=O)OC(C)(C)C (tert-butyl glycinate hydrochloride). Solvent: ClCCl (dichloromethane). Conditions: time 8 hour. Yields the product ClC1=C(CNCC(=O)OC(C)(C)C)C=CC(=C1)O (tert-butyl N-(2-chloro-4-hydroxybenzyl)glycinate). The yield is 88.3%. RXN SMILES: [Cl:1][C:2]1[CH:9]=[C:8]([OH:10])[CH:7]=[CH:6][C:3]=1[CH:4]=O.S([O-])([O-])(=O)=O.[Mg+2].Cl.[NH2:18][CH2:19][C:20]([O:22][C:23]([CH3:26])([CH3:25])[CH3:24])=[O:21]>ClCCl>[Cl:1][C:2]1[CH:9]=[C:8]([OH:10])[CH:7]=[CH:6][C:3]=1[CH2:4][NH:18][CH2:19][C:20]([O:22][C:23]([CH3:26])([CH3:25])[CH3:24])=[O:21] |f:1.2,3.4|. Reported procedure: To a solution of 2-chloro-4-hydroxybenzaldehyde (400 mg) in dichloromethane (4.00 mL) were added anhydrous magnesium sulfate (615 mg) and tert-butyl glycinate hydrochloride (679 mg), followed by stirring at room temperature overnight. The reaction mixture was filtered, and then the filtrate was concentrated under reduced pressure. The residue was dissolved in methanol (12.0 mL), and sodium borohydride (193 mg) was added thereto, followed by stirring at room temperature for 2 hours. To the reacti... Reactants: FC=1C(NC(NC1)=O)=O (5-fluorouracil), O1CCC=C1 (2,3-dihydrofuran), Cl(=O)(=O)(=O)[O-].C[S+](C1=CC=CC=C1)C (dimethylphenylsulfonium perchlorate). The solvent is N1=CC=CC=C1 (pyridine), N1=CC=CC=C1 (pyridine). The product is O1C(CCC1)N1C(=O)NC(=O)C(=C1)F (1-(2-tetrahydrofuryl)-5-fluorouracil). Isolated yield 58.3%. Reaction SMILES: [F:1][C:2]1[C:3](=[O:9])[NH:4][C:5](=[O:8])[NH:6][CH:7]=1.[O:10]1[CH:14]=[CH:13][CH2:12][CH2:11]1.Cl([O-])(=O)(=O)=O.C[S+](C)C1C=CC=CC=1>N1C=CC=CC=1>[O:10]1[CH2:14][CH2:13][CH2:12][CH:11]1[N:6]1[CH:7]=[C:2]([F:1])[C:3](=[O:9])[NH:4][C:5]1=[O:8] |f:2.3|. Reported procedure: In 10 ml of pyridine were dissolved 0.39 g of 5-fluorouracil and 0.42 g of 2,3-dihydrofuran. To the solution were added 72 mg of dimethylphenylsulfonium perchlorate and the mixture was reacted for 5 hours at 130° C. After the reaction, pyridine was distilled off under reduced pressure and 20 ml of water were added to the residue. The aqueous solution was treated with caustic soda to have a pH value of 10-11 and then washed with 20 ml of chloroform. The aqueous alkaline solution was treated while...